This data is from the Open Reaction Database (ORD), a public repository of structured organic reaction records. The task is: describe an organic reaction: reactants, conditions, products, and yield Starting materials: CC=1C(=NC(=NC1)NC1=CC(=CC=C1)N1CCN(CC1)C)NC1=C(C(=O)OCC)C=CC=C1 (Ethyl 2-[(5-methyl-2-{[3-(4-methyl-1-piperazinyl)phenyl]amino}-4-pyrimidinyl)amino]benzoate), N1C[C@@H](CC1)O ((R)-(+)-3-pyrrolidinol). Run at temperature 125 celsius, time 18 hour. Product: CC=1C(=NC(=NC1)NC1=CC(=CC=C1)N1CCN(CC1)C)NC1=C(C=CC=C1)C(=O)N1C[C@@H](CC1)O ((3R)-1-({2-[(5-Methyl-2-{[3-(4-methyl-1-piperazinyl)phenyl]amino}-4-pyrimidinyl)amino]phenyl}carbonyl)-3-pyrrolidinol). Reaction SMILES: [CH3:1][C:2]1[C:3]([NH:22][C:23]2[CH:33]=[CH:32][CH:31]=[CH:30][C:24]=2[C:25](OCC)=[O:26])=[N:4][C:5]([NH:8][C:9]2[CH:14]=[CH:13][CH:12]=[C:11]([N:15]3[CH2:20][CH2:19][N:18]([CH3:21])[CH2:17][CH2:16]3)[CH:10]=2)=[N:6][CH:7]=1.[NH:34]1[CH2:38][CH2:37][C@@H:36]([OH:39])[CH2:35]1>>[CH3:1][C:2]1[C:3]([NH:22][C:23]2[CH:33]=[CH:32][CH:31]=[CH:30][C:24]=2[C:25]([N:34]2[CH2:38][CH2:37][C@@H:36]([OH:39])[CH2:35]2)=[O:26])=[N:4][C:5]([NH:8][C:9]2[CH:14]=[CH:13][CH:12]=[C:11]([N:15]3[CH2:16][CH2:17][N:18]([CH3:21])[CH2:19][CH2:20]3)[CH:10]=2)=[N:6][CH:7]=1. Procedure details: Ethyl 2-[(5-methyl-2-{[3-(4-methyl-1-piperazinyl)phenyl]amino}-4-pyrimidinyl)amino]benzoate (120 mg, 0.27 mmol) and (R)-(+)-3-pyrrolidinol (0.65 mL, used as solvent) were combined in a vessel, which was sealed and heated with stirring at 125° C. for 18 h. The reaction was cooled to room temperature and evaporated. The residue was partitioned between ethyl acetate (10 mL) and water (10 mL). The organic layer was washed with brine, dried over magnesium sulfate, filtered and evaporated. The residue... Starting materials: COc1cccc(S(=O)(=O)Cl)c1, ClCCl, NCCN1CCOCC1, c1ccncc1. The product is COc1cccc(S(=O)(=O)NCCN2CCOCC2)c1. Reaction SMILES: [CH3:10][O:11][c:12]1[cH:13][c:14]([S:18](=[O:19])(=[O:20])[Cl:21])[cH:15][cH:16][cH:17]1.[Cl:22][CH2:23][Cl:24].[O:1]1[CH2:2][CH2:3][N:4]([CH2:7][CH2:8][NH2:9])[CH2:5][CH2:6]1.[cH:25]1[cH:26][cH:27][n:28][cH:29][cH:30]1>>[O:1]1[CH2:2][CH2:3][N:4]([CH2:7][CH2:8][NH:9][S:18]([c:14]2[cH:13][c:12]([O:11][CH3:10])[cH:17][cH:16][cH:15]2)(=[O:19])=[O:20])[CH2:5][CH2:6]1. The reactants are C(C)(C)(C)OC(CC=1C(=NNC1C)C)=O ((3,5-dimethyl-1H-pyrazol-4-yl)acetic acid tert.-butyl ester), BrCC1=CC=C(C=C1)I (1-bromomethyl-4-iodobenzene), C([O-])([O-])=O.[K+].[K+] (potassium carbonate), O (water). Solvent: CN(C=O)C (dimethylformamid). Reaction conditions: time 15 hour. Product: C(C)(C)(C)OC(CC=1C(=NN(C1C)CC1=CC=C(C=C1)I)C)=O (1-(4-iodobenzyl)-3,5-dimethyl-1H-pyrazol-4-yl-acetic acid tert.-butyl ester). Isolated yield 60.2%. As a reaction SMILES: [C:1]([O:5][C:6](=[O:15])[CH2:7][C:8]1[C:9]([CH3:14])=[N:10][NH:11][C:12]=1[CH3:13])([CH3:4])([CH3:3])[CH3:2].Br[CH2:17][C:18]1[CH:23]=[CH:22][C:21]([I:24])=[CH:20][CH:19]=1.C(=O)([O-])[O-].[K+].[K+].O>CN(C)C=O>[C:1]([O:5][C:6](=[O:15])[CH2:7][C:8]1[C:12]([CH3:13])=[N:11][N:10]([CH2:17][C:18]2[CH:23]=[CH:22][C:21]([I:24])=[CH:20][CH:19]=2)[C:9]=1[CH3:14])([CH3:4])([CH3:3])[CH3:2] |f:2.3.4|. Procedure details: To a stirred solution of (3,5-dimethyl-1H-pyrazol-4-yl)acetic acid tert.-butyl ester (10 g) in dimethylformamid (50 ml) at room temperature is added 1-bromomethyl-4-iodobenzene (15.5 g) and potassium carbonate (8.0 g). After 15 h of stirring, water is added and the reaction mixture is extracted twice with ethyl acetate. The organic layer is washed several times with water, dried over magnesium sulfate and concentrated in vacuo. The residue is purified by flash chromatography (4:1 to 3:2 cyclohex... The yield is 74.0%. The product is CC(C)(C)OC([C@@H](N(CCO)CC(=O)OC(C)(C)C)CC1=CC=CC=C1)=O (N-[2-(1,1-Dimethylethoxy)-2-oxoethyl]-N-(2-hydroxyethyl)-L-phenylalanine 1,1-dimethylethyl ester). The reactants are C(C)(C)N(CC)C(C)C (diisopropylethylamine), CC(C)(C)OC([C@@H](N)CC1=CC=CC=C1)=O (L-phenylalanine 1,1-dimethylethyl ester), BrCCOC1OCCCC1 (2-(2-bromoethoxy)-tetra-hydropyran), C(C)(C)N(CC)C(C)C (Diisopropylethylamine), BrCC(=O)OC(C)(C)C (tert-butyl bromoacetate). Procedure details: A solution of L-phenylalanine 1,1-dimethylethyl ester (221.3 g; 1 mol), 2-(2-bromoethoxy)-tetra-hydropyran, prepared according to J. Org. Chem. 1986, 51, 752-755 (282.3 9; 1.35 mol) and diisopropylethylamine (commercial product) (175 mL; 1 mol) in CH3CN (1 L) was refluxed for 14 h. Diisopropylethylamine (commercial product) (175 mL; 1 mol) and tert-butyl bromoacetate (commercial product) (233 g; 1.2 mol) were added and the mixture refluxed for further 2 h. The solution was evaporated to give a r... Solvent: CC#N (CH3CN), CCCCCC (n-hexane). Reaction conditions: time 2 hour. Reaction SMILES: [CH3:1][C:2]([O:5][C:6](=[O:16])[C@H:7]([CH2:9][C:10]1[CH:15]=[CH:14][CH:13]=[CH:12][CH:11]=1)[NH2:8])([CH3:4])[CH3:3].Br[CH2:18][CH2:19][O:20]C1CCCCO1.C(N(C(C)C)CC)(C)C.Br[CH2:37][C:38]([O:40][C:41]([CH3:44])([CH3:43])[CH3:42])=[O:39]>CC#N.CCCCCC>[CH3:4][C:2]([O:5][C:6](=[O:16])[C@H:7]([CH2:9][C:10]1[CH:11]=[CH:12][CH:13]=[CH:14][CH:15]=1)[N:8]([CH2:37][C:38]([O:40][C:41]([CH3:44])([CH3:43])[CH3:42])=[O:39])[CH2:18][CH2:19][OH:20])([CH3:1])[CH3:3]. The reagents and catalysts are C=1C=CC(=CC1)/C=C/C(=O)/C=C/C2=CC=CC=C2.C=1C=CC(=CC1)/C=C/C(=O)/C=C/C2=CC=CC=C2.C=1C=CC(=CC1)/C=C/C(=O)/C=C/C2=CC=CC=C2.[Pd].[Pd] (tris(dibenzylideneacetone)dipalladium). Conditions: temperature 80 celsius. Run in O1CCOCC1 (dioxane). Reactants: BrC=1C=C(C=NC1)C1(CC1)C(=O)OC (methyl 1-(5-bromo-3-pyridinyl)cyclopropanecarboxylate), B1(OC(C(O1)(C)C)(C)C)B2OC(C(O2)(C)C)(C)C (bis(pinacolato)diboron), C1(CCCCC1)P(C1CCCCC1)C1CCCCC1 (tricyclohexylphosphine), C(C)(=O)[O-].[K+] (potassium acetate). As a reaction SMILES: Br[C:2]1[CH:3]=[C:4]([C:8]2([C:11]([O:13][CH3:14])=[O:12])[CH2:10][CH2:9]2)[CH:5]=[N:6][CH:7]=1.[B:15]1(B2OC(C)(C)C(C)(C)O2)[O:19]C(C)(C)C(C)(C)[O:16]1.C1(P(C2CCCCC2)C2CCCCC2)CCCCC1.C([O-])(=O)C.[K+]>C1C=CC(/C=C/C(/C=C/C2C=CC=CC=2)=O)=CC=1.C1C=CC(/C=C/C(/C=C/C2C=CC=CC=2)=O)=CC=1.C1C=CC(/C=C/C(/C=C/C2C=CC=CC=2)=O)=CC=1.[Pd].[Pd].O1CCOCC1>[CH3:14][O:13][C:11]([C:8]1([C:4]2[CH:3]=[C:2]([B:15]([OH:19])[OH:16])[CH:7]=[N:6][CH:5]=2)[CH2:10][CH2:9]1)=[O:12] |f:3.4,5.6.7.8.9|. Product: COC(=O)C1(CC1)C=1C=C(C=NC1)B(O)O ({5-[1-(methoxycarbonyl)cyclopropyl]-3-pyridinyl}boronic acid). Reported procedure: To a vial containing the title compound from Example 71 Step B (0.150 g, 0.586 mmol), bis(pinacolato)diboron (0.178 g, 0.703 mmol), tris(dibenzylideneacetone)dipalladium (0) (0.054 g, 0.059 mmol), tricyclohexylphosphine (0.033 g, 0.117 mmol) and potassium acetate (0.17 g, 1.76 mmol) was added dioxane (5.9 mL). The reaction was heated to 80° C. for 16 hours. It was then cooled to room temperature, passed through a syringe filter and concentrated under reduced pressure to afford the title compound...